Task: describe an organic reaction: reactants, conditions, products, and yield. Dataset: the Open Reaction Database (ORD), a public repository of structured organic reaction records The yield is 88.0%. Yields the product CC1(C(C1C(=O)OCC)C#N)C (2,2-dimethyl-3-ethoxycarbonyl-cyclopropane-1-carbonitrile). Reported procedure: A mixture of 2 g of ethyl 2,2-dimethyl-3-ethoxycarbonyl-1-cyano-cyclopropane-1-carboxylate and 4.71 g of 10% ethanolic potassium hydroxide was stirred under an inert atmosphere for 15 hours and the ethanol was evaporated under reduced pressure. The resulting potassium salt was washed with ether and added to 5.2 g of dimethylformamide and 0.128 g of water. The mixture was heated at 130° C. under an inert atmosphere for 5 hours and the mixture was cooled and poured into a stirred mixture of 25 g o... Starting materials: CC1(C(C1C(=O)OCC)(C(=O)OCC)C#N)C (ethyl 2,2-dimethyl-3-ethoxycarbonyl-1-cyano-cyclopropane-1-carboxylate), [OH-].[K+] (potassium hydroxide). Reaction SMILES: [CH3:1][C:2]1([CH3:17])[CH:4]([C:5]([O:7][CH2:8][CH3:9])=[O:6])[C:3]1([C:15]#[N:16])C(OCC)=O.[OH-].[K+]>>[CH3:17][C:2]1([CH3:1])[CH:4]([C:5]([O:7][CH2:8][CH3:9])=[O:6])[CH:3]1[C:15]#[N:16] |f:1.2|. Reaction conditions: temperature 130 celsius, time 15 hour. The reactants are N1N=CC(=C1)B1OC(C)(C)C(C)(C)O1 (pyrazole-4-boronic acid pinacol ester), ClCC(=O)N(C)C (2-chloro-N,N-dimethylacetamide). The product is CN(C(CN1N=CC(=C1)B1OC(C(O1)(C)C)(C)C)=O)C (N,N-Dimethyl-2-[4-(4,4,5,5-tetramethyl-[1,3,2]dioxaborolan-2-yl)pyrazol-1-yl]-acetamide). As a reaction SMILES: [NH:1]1[CH:5]=[C:4]([B:6]2[O:14][C:11]([CH3:13])([CH3:12])[C:8]([CH3:10])([CH3:9])[O:7]2)[CH:3]=[N:2]1.Cl[CH2:16][C:17]([N:19]([CH3:21])[CH3:20])=[O:18]>>[CH3:20][N:19]([CH3:21])[C:17](=[O:18])[CH2:16][N:2]1[CH:3]=[C:4]([B:6]2[O:7][C:8]([CH3:9])([CH3:10])[C:11]([CH3:13])([CH3:12])[O:14]2)[CH:5]=[N:1]1. Procedure details: The title compound was prepared from pyrazole-4-boronic acid pinacol ester and 2-chloro-N,N-dimethylacetamide according to Method AC (heating to 90° C. for 4 h) and was isolated as an orange gum (quantitative). LCMS (ES+) 280 (M+H)+, RT 2.38 minutes (Method 1).